This data is from the Open Reaction Database (ORD), a public repository of structured organic reaction records. The task is: describe an organic reaction: reactants, conditions, products, and yield The reactants are O (water), FC1=CC=C(C2=CC=CC=C12)C#N (4-fluoro-naphthalene-1-carbonitrile), C([O-])([O-])=O.[Cs+].[Cs+] (cesium carbonate), OC1=CC=C(C=O)C=C1 (4-Hydroxybenzaldehyde). Solvent: CC(C(=O)N)C (dimethylacetoamide). Reaction conditions: temperature 120 celsius, time 2 hour. Yields the product C(=O)C1=CC=C(OC2=CC=C(C3=CC=CC=C23)C#N)C=C1 (4-(4-Formylphenoxy)-1-naphthonitrile). The yield is 77.0%. RXN SMILES: [OH:1][C:2]1[CH:9]=[CH:8][C:5]([CH:6]=[O:7])=[CH:4][CH:3]=1.F[C:11]1[C:20]2[C:15](=[CH:16][CH:17]=[CH:18][CH:19]=2)[C:14]([C:21]#[N:22])=[CH:13][CH:12]=1.C(=O)([O-])[O-].[Cs+].[Cs+].O>CC(C)C(N)=O>[CH:6]([C:5]1[CH:8]=[CH:9][C:2]([O:1][C:11]2[C:20]3[C:15](=[CH:16][CH:17]=[CH:18][CH:19]=3)[C:14]([C:21]#[N:22])=[CH:13][CH:12]=2)=[CH:3][CH:4]=1)=[O:7] |f:2.3.4|. Procedure details: 4-Hydroxybenzaldehyde (300 mg, 2.46 mmol) was dissolved in dimethylacetoamide (8.0 mL), and 4-fluoro-naphthalene-1-carbonitrile (463 mg, 0.420 mmol) and cesium carbonate (1.20 g, 3.69 mmol) were sequentially added thereto at room temperature, and then, the resulting mixture was stirred under a nitrogen atmosphere at 120° C. for 2 hours. After the temperature of the reaction solution was returned to room temperature, water was added thereto, and the organic matter was extracted with ethyl acetate... Reactants: ClC(CCC1CCN(CC1)C(=O)OCC1=CC=CC=C1)=O ((phenylmethyl) 4-(3-chloro-3-oxopropyl)-1-piperidinecarboxylate), [BH4-].[Na+] (sodium tetrahydroborate), CN(C=O)C (N,N-dimethylformamide). Solvent: O (water). Yields the product 15.4, OCCCC1CCN(CC1)C(=O)OCC1=CC=CC=C1 ((phenylmethyl) 4-(3-hydroxypropyl)-1-piperidinecarboxylate). Yield: 61.6%. RXN SMILES: [BH4-].[Na+].CN(C)C=O.Cl[C:9](=[O:28])[CH2:10][CH2:11][CH:12]1[CH2:17][CH2:16][N:15]([C:18]([O:20][CH2:21][C:22]2[CH:27]=[CH:26][CH:25]=[CH:24][CH:23]=2)=[O:19])[CH2:14][CH2:13]1>O>[OH:28][CH2:9][CH2:10][CH2:11][CH:12]1[CH2:17][CH2:16][N:15]([C:18]([O:20][CH2:21][C:22]2[CH:27]=[CH:26][CH:25]=[CH:24][CH:23]=2)=[O:19])[CH2:14][CH2:13]1 |f:0.1|. Procedure: To a stirred and cooled (ice bath, 10° C.) mixture of 3.4 parts of sodium tetrahydroborate and 188 parts of N,N-dimethylformamide were added dropwise 28 parts of (phenylmethyl) 4-(3-chloro-3-oxopropyl)-1-piperidinecarboxylate (exothermic reaction, the temperature rose to 38° C.). Upon completion addition, the reaction mixture was stirred over weekend at room temperature. The reaction mixture was poured into water and the product was extracted with methylbenzene. The extract was dried, filtered a... The reactants are C1COCCO1, CCN=C=NCCCN(C)C, CC(C)(C)OC(=O)NCC(=O)C1CCCCC1, Cc1c(C(=O)O)nn(-c2ccc(Cl)cc2Cl)c1-c1ccc(Cl)cc1, ClCCl, Cl, Cl, NCC(=O)C1CCCCC1, CN(C)C=O, On1nnc2ccccc21. Yields the product Cc1c(C(=O)NCC(=O)C2CCCCC2)nn(-c2ccc(Cl)cc2Cl)c1-c1ccc(Cl)cc1. Reaction SMILES: [CH2:78]1[O:79][CH2:80][CH2:81][O:82][CH2:83]1.[CH3:54][CH2:55][N:56]=[C:57]=[N:58][CH2:59][CH2:60][CH2:61][N:62]([CH3:63])[CH3:64].[CH:1]1([C:7]([CH2:8][NH:9][C:10]([O:11][C:12]([CH3:13])([CH3:14])[CH3:15])=[O:16])=[O:17])[CH2:2][CH2:3][CH2:4][CH2:5][CH2:6]1.[Cl:30][c:31]1[cH:32][cH:33][c:34](-[c:37]2[c:38]([CH3:53])[c:39]([C:50]([OH:51])=[O:52])[n:40][n:41]2-[c:42]2[c:43]([Cl:49])[cH:44][c:45]([Cl:48])[cH:46][cH:47]2)[cH:35][cH:36]1.[Cl:75][CH2:76][Cl:77].[ClH:18].[ClH:19].[NH2:20][CH2:21][C:22]([CH:23]1[CH2:24][CH2:25][CH2:26][CH2:27][CH2:28]1)=[O:29].[O:84]=[CH:85][N:86]([CH3:87])[CH3:88].[OH:65][n:66]1[c:67]2[c:68]([cH:69][cH:70][cH:71][cH:72]2)[n:73][n:74]1>>[CH:1]1([C:7]([CH2:8][NH:9][C:10](=[O:16])[c:39]2[c:38]([CH3:53])[c:37](-[c:34]3[cH:33][cH:32][c:31]([Cl:30])[cH:36][cH:35]3)[n:41](-[c:42]3[c:43]([Cl:49])[cH:44][c:45]([Cl:48])[cH:46][cH:47]3)[n:40]2)=[O:17])[CH2:2][CH2:3][CH2:4][CH2:5][CH2:6]1. RXN SMILES: [CH3:1][c:2]1[cH:3][c:4]([CH3:5])[n:6][c:7]([NH:8][S:9](=[O:10])(=[O:11])[c:12]2[cH:13][cH:14][c:15]([NH2:16])[cH:17][cH:18]2)[n:19]1.[c:20]1([CH:26]([Cl:27])[c:28]2[cH:29][cH:30][cH:31][cH:32][cH:33]2)[cH:21][cH:22][cH:23][cH:24][cH:25]1.[cH:34]1[cH:35][cH:36][n:37][cH:38][cH:39]1>>[CH3:1][c:2]1[cH:3][c:4]([CH3:5])[n:6][c:7]([NH:8][S:9](=[O:10])(=[O:11])[c:12]2[cH:13][cH:14][c:15]([NH:16][CH:26]([c:20]3[cH:21][cH:22][cH:23][cH:24][cH:25]3)[c:28]3[cH:29][cH:30][cH:31][cH:32][cH:33]3)[cH:17][cH:18]2)[n:19]1. Starting materials: Cc1cc(C)nc(NS(=O)(=O)c2ccc(N)cc2)n1, ClC(c1ccccc1)c1ccccc1, c1ccncc1. Yields the product Cc1cc(C)nc(NS(=O)(=O)c2ccc(NC(c3ccccc3)c3ccccc3)cc2)n1. The reactants are CCNCCOC, CC(C)N1CCN(C(=O)c2ccc(C=O)cc2)CC1. Product: CCN(CCOC)Cc1ccc(C(=O)N2CCN(C(C)C)CC2)cc1. Reaction SMILES: [CH3:20][O:21][CH2:22][CH2:23][NH:24][CH2:25][CH3:26].[CH:1]([CH3:2])([CH3:3])[N:4]1[CH2:5][CH2:6][N:7]([C:10](=[O:11])[c:12]2[cH:13][cH:14][c:15]([CH:16]=[O:17])[cH:18][cH:19]2)[CH2:8][CH2:9]1>>[CH:1]([CH3:2])([CH3:3])[N:4]1[CH2:5][CH2:6][N:7]([C:10](=[O:11])[c:12]2[cH:13][cH:14][c:15]([CH2:16][N:24]([CH2:23][CH2:22][O:21][CH3:20])[CH2:25][CH3:26])[cH:18][cH:19]2)[CH2:8][CH2:9]1. The reactants are CC(C)(C)OC(=O)n1c(CN2CCC(N)C2=O)cc2cnccc21, O=S(=O)(Cl)c1ccc(-c2ccc(Cl)s2)s1. Product: CC(C)(C)OC(=O)n1c(CN2CCC(NS(=O)(=O)c3ccc(-c4ccc(Cl)s4)s3)C2=O)cc2cnccc21. RXN SMILES: [C:16]([CH3:17])([CH3:18])([CH3:19])[O:20][C:21](=[O:22])[n:23]1[c:24]([CH2:32][N:33]2[C:34](=[O:39])[CH:35]([NH2:38])[CH2:36][CH2:37]2)[cH:25][c:26]2[cH:27][n:28][cH:29][cH:30][c:31]12.[Cl:1][c:2]1[cH:3][cH:4][c:5](-[c:7]2[s:8][c:9]([S:12](=[O:13])(=[O:14])[Cl:15])[cH:10][cH:11]2)[s:6]1>>[Cl:1][c:2]1[cH:3][cH:4][c:5](-[c:7]2[s:8][c:9]([S:12](=[O:13])(=[O:14])[NH:38][CH:35]3[C:34](=[O:39])[N:33]([CH2:32][c:24]4[n:23]([C:21]([O:20][C:16]([CH3:17])([CH3:18])[CH3:19])=[O:22])[c:31]5[c:26]([cH:25]4)[cH:27][n:28][cH:29][cH:30]5)[CH2:37][CH2:36]3)[cH:10][cH:11]2)[s:6]1. The reactants are C(C)(=O)[O-].[Na+] (sodium acetate), Cl.CNO (N-methylhydroxylamine hydrochloride), C(C=CC)N(C(OCC)=O)CC=O (ethyl N-(but-2-enyl)-N-(2-oxoethyl)-carbamate). Run in O (water), O1CCOCC1 (dioxane). Yields the product CN1C2CN(CC2C(O1)C)C(=O)OCC (Ethyl 2,4-dimethyl-3-oxa-2,7-diazabicyclo[3.3.0]octane-7-carboxylate). As a reaction SMILES: [CH2:1]([N:5]([CH2:11][CH:12]=O)[C:6](=[O:10])[O:7][CH2:8][CH3:9])[CH:2]=[CH:3][CH3:4].C([O-])(=O)C.[Na+].Cl.[CH3:20][NH:21][OH:22]>O1CCOCC1.O>[CH3:20][N:21]1[O:22][CH:3]([CH3:4])[CH:2]2[CH:12]1[CH2:11][N:5]([C:6]([O:7][CH2:8][CH3:9])=[O:10])[CH2:1]2 |f:1.2,3.4|. Procedure: 18.4 g (0.1 mol) of ethyl N-(but-2-enyl)-N-(2-oxoethyl)-carbamate are dissolved in 100 ml of dioxane, and 9 g of anhydrous sodium acetate and 9 g (0.108 mol) of N-methylhydroxylamine hydrochloride in 10 ml of water are added. The mixture is heated under reflux overnight and cooled and the salts are filtered off with suction and washed with dioxane. The filtrate is concentrated, the residue is taken up in 100 ml of water and K2CO3 is added. The mixture is extracted with CHCl3, the extract is drie... Starting materials: hydrochloride salt, CC=1C=C(C2=C(N(C(O2)=O)C2CCNCC2)C1)C (4-(5,7-dimethyl-2-oxo-3-benzoxazolinyl)-piperidine), BrCCCCN1S(C2=C(C1=O)C=CC=C2)(=O)=O (2-(4-bromobutyl)-1,1-dioxido-1,2-benzothiazol-3(2H)-one). Yields the product O=S1(N(C(C2=C1C=CC=C2)=O)CCCCN2CCC(CC2)N2C(OC1=C2C=C(C=C1C)C)=O)=O (1,1-Dioxido-2-(4-(4-(5,7-dimethyl-2-oxo-3-benzoxazolinyl)-piperidin-1-yl)-butyl)-1,2-benzisothiazol-3(2H)-one). RXN SMILES: [CH3:1][C:2]1[CH:3]=[C:4]([CH3:18])[C:5]2[O:9][C:8](=[O:10])[N:7]([CH:11]3[CH2:16][CH2:15][NH:14][CH2:13][CH2:12]3)[C:6]=2[CH:17]=1.Br[CH2:20][CH2:21][CH2:22][CH2:23][N:24]1[C:28](=[O:29])[C:27]2[CH:30]=[CH:31][CH:32]=[CH:33][C:26]=2[S:25]1(=[O:35])=[O:34]>>[O:34]=[S:25]1(=[O:35])[C:26]2[CH:33]=[CH:32][CH:31]=[CH:30][C:27]=2[C:28](=[O:29])[N:24]1[CH2:23][CH2:22][CH2:21][CH2:20][N:14]1[CH2:15][CH2:16][CH:11]([N:7]2[C:6]3[CH:17]=[C:2]([CH3:1])[CH:3]=[C:4]([CH3:18])[C:5]=3[O:9][C:8]2=[O:10])[CH2:12][CH2:13]1. Procedure: From the hydrochloride salt of 4-(5,7-dimethyl-2-oxo-3-benzoxazolinyl)-piperidine and 2-(4-bromobutyl)-1,1-dioxido-1,2-benzothiazol-3(2H)-one using the procedure described for Example 15, Step 5 there was obtained a white solid: 1H NMR (300 MHz, CDCl3) 8.08 (d, J=7.27 Hz, 1H), 7.90 (m, 3H), 7.65 (br m, 1H), 6.752 (s, 1H), 4.55 (br m, 1H), 3.85 (br t, 2H), 3.70 (br m, 2H), 3.32 (br m, 2H), 3.10 (br m, 2H), 2.87 (br m, 2H), 2.413 (s, 3H), 2.318 (s, 3H), 2.06 (br m, 6H). Reactants: O=C1CCN(CCc2ccccc2)C(=O)C1c1ccccc1, CC(=O)[O-], CCO, Cl, NO, [Na+], [Na+], [OH-], O. Yields the product O=C1C(c2ccccc2)C(=NO)CCN1CCc1ccccc1. Reaction SMILES: [CH2:1]([CH2:2][c:3]1[cH:4][cH:5][cH:6][cH:7][cH:8]1)[N:9]1[C:10](=[O:22])[CH:11]([c:16]2[cH:17][cH:18][cH:19][cH:20][cH:21]2)[C:12](=[O:15])[CH2:13][CH2:14]1.[CH3:24][C:25](=[O:26])[O-:27].[CH3:33][CH2:34][OH:35].[ClH:28].[NH2:29][OH:30].[Na+:23].[Na+:32].[OH-:31].[OH2:36]>>[CH2:1]([CH2:2][c:3]1[cH:4][cH:5][cH:6][cH:7][cH:8]1)[N:9]1[C:10](=[O:22])[CH:11]([c:16]2[cH:17][cH:18][cH:19][cH:20][cH:21]2)[C:12](=[N:29][OH:30])[CH2:13][CH2:14]1. The reactants are B.CSC (borane dimethylsulphide), Cl (hydrochloric acid), BrC1=C(C=CC=C1)CC(=O)N1CCN(CC1)C1=C(C=CC=C1)OC (1-(2-(2-Bromophenyl)acetyl)-4-(2-methoxyphenyl)piperazine), CO (methanol). Solvent: O1CCCC1 (THF), O1CCCC1 (tetrahydrofuran). Conditions: time 1 hour. The product is BrC1=C(C=CC=C1)CCN1CCN(CC1)C1=C(C=CC=C1)OC (1-(2-(2-Bromophenyl)ethyl)-4-(2-methoxyphenyl)piperazine). Isolated yield 63.3%. Reaction SMILES: [Br:1][C:2]1[CH:7]=[CH:6][CH:5]=[CH:4][C:3]=1[CH2:8][C:9]([N:11]1[CH2:16][CH2:15][N:14]([C:17]2[CH:22]=[CH:21][CH:20]=[CH:19][C:18]=2[O:23][CH3:24])[CH2:13][CH2:12]1)=O.B.CSC.CO.Cl>O1CCCC1>[Br:1][C:2]1[CH:7]=[CH:6][CH:5]=[CH:4][C:3]=1[CH2:8][CH2:9][N:11]1[CH2:12][CH2:13][N:14]([C:17]2[CH:22]=[CH:21][CH:20]=[CH:19][C:18]=2[O:23][CH3:24])[CH2:15][CH2:16]1 |f:1.2|. Procedure: A stirred solution of the product of Example 1 (25.7 g, 66.1 mmol) in dry tetrahydrofuran (THF, 100 ml) was heated under reflux under an atomosphere of argon, treated dropwise over 25 min with borane-dimethylsulphide (12.5 ml, 131.7 mmol) in THF (100 ml), after 90 min cooled to room temperature, and the suspension treated dropwise with methanol (100 ml), followed by concentrated hydrochloric acid (50 ml). The solution was stirred for 1 h and the precipitate filtered and washed with acetonitrile ...